The task is: describe an organic reaction: reactants, conditions, products, and yield. This data is from the Open Reaction Database (ORD), a public repository of structured organic reaction records. As a reaction SMILES: [C:41]([O:42][CH2:43][CH3:44])(=[O:45])[CH3:46].[CH:1]([CH3:2])([CH3:3])[c:4]1[cH:5][cH:6][c:7]([NH:10][CH2:11][c:12]2[cH:13][n:14][n:15]([CH2:17][c:18]3[n:19][cH:20][cH:21][c:22]([CH3:24])[cH:23]3)[cH:16]2)[cH:8][cH:9]1.[CH:25]([CH3:26])([CH3:27])[c:28]1[c:29]([N:37]=[C:38]=[O:39])[c:30]([CH:34]([CH3:35])[CH3:36])[cH:31][cH:32][cH:33]1.[ClH:40].[ClH:47]>>[CH:1]([CH3:2])([CH3:3])[c:4]1[cH:5][cH:6][c:7]([N:10]([CH2:11][c:12]2[cH:13][n:14][n:15]([CH2:17][c:18]3[n:19][cH:20][cH:21][c:22]([CH3:24])[cH:23]3)[cH:16]2)[C:38]([NH:37][c:29]2[c:28]([CH:25]([CH3:26])[CH3:27])[cH:33][cH:32][cH:31][c:30]2[CH:34]([CH3:35])[CH3:36])=[O:39])[cH:8][cH:9]1.[ClH:40]. Product: Cc1ccnc(Cn2cc(CN(C(=O)Nc3c(C(C)C)cccc3C(C)C)c3ccc(C(C)C)cc3)cn2)c1, Cl. Reactants: CCOC(C)=O, Cc1ccnc(Cn2cc(CNc3ccc(C(C)C)cc3)cn2)c1, CC(C)c1cccc(C(C)C)c1N=C=O, Cl, Cl. The reactants are CC(C)(C)OC(=O)N1CC(OS(C)(=O)=O)C1, COc1cc(O)ccc1CN1CCOCC1, [H-], [Na+], [Na+], CN(C)C=O, [OH-], O. The product is COc1cc(OC2CN(C(=O)OC(C)(C)C)C2)ccc1CN1CCOCC1. As a reaction SMILES: [CH3:19][S:20]([O:21][CH:24]1[CH2:25][N:26]([C:28](=[O:29])[O:30][C:31]([CH3:32])([CH3:33])[CH3:34])[CH2:27]1)(=[O:22])=[O:23].[CH3:3][O:4][c:5]1[cH:6][c:7]([OH:18])[cH:8][cH:9][c:10]1[CH2:11][N:12]1[CH2:13][CH2:14][O:15][CH2:16][CH2:17]1.[H-:2].[Na+:1].[Na+:36].[O:37]=[CH:38][N:39]([CH3:40])[CH3:41].[OH-:35].[OH2:42]>>[CH3:3][O:4][c:5]1[cH:6][c:7]([O:18][CH:24]2[CH2:25][N:26]([C:28](=[O:29])[O:30][C:31]([CH3:32])([CH3:33])[CH3:34])[CH2:27]2)[cH:8][cH:9][c:10]1[CH2:11][N:12]1[CH2:13][CH2:14][O:15][CH2:16][CH2:17]1. The product is desired product, C(C)C1CC=C(CC1)NC=C(C(=O)OCC)C(=O)OCC (diethyl N-(4-ethylcyclohexen-1-yl)-aminomethylenemalonate). The reactants are O (water), C(C)C1CCC(CC1)=O (4-ethylcyclohexanone), NC=C(C(=O)OCC)C(=O)OCC (diethyl aminomethylenemalonate), C1(=CC=C(C=C1)S(=O)(=O)O)C (p-toluenesulfonic acid). RXN SMILES: [CH2:1]([CH:3]1[CH2:8][CH2:7][C:6](=O)[CH2:5][CH2:4]1)[CH3:2].[NH2:10][CH:11]=[C:12]([C:18]([O:20][CH2:21][CH3:22])=[O:19])[C:13]([O:15][CH2:16][CH3:17])=[O:14].C1(C)C=CC(S(O)(=O)=O)=CC=1.O>C1(C)C=CC=CC=1>[CH2:1]([CH:3]1[CH2:8][CH2:7][C:6]([NH:10][CH:11]=[C:12]([C:13]([O:15][CH2:16][CH3:17])=[O:14])[C:18]([O:20][CH2:21][CH3:22])=[O:19])=[CH:5][CH2:4]1)[CH3:2]. Reported procedure: A mixture of 12.6 g of 4-ethylcyclohexanone, 17.0 g of diethyl aminomethylenemalonate, and 950 mg of p-toluenesulfonic acid in 170 ml of toluene is heated at reflux for 48 hours with a water separator, under nitrogen atmosphere. The solvent is removed under nitrogen atmosphere and under vacuum, and the residue purified by flash column chromatooraphy on a silica qel column eluted with methylene chloride. The desired product, diethyl N-(4-ethylcyclohexen-1-yl)-aminomethylenemalonate is obtained as... Run in C1(=CC=CC=C1)C (toluene). Starting materials: N[C@@H](C(C)C)C(=O)C(C(=O)OC(C)(C)C)C(C(COC1=C(C(=CC(=C1F)F)F)F)O)N (valinyl -3-amino-4-hydroxy-5-(2,3,5,6-tetrafluorophenyloxy)-pentanoic Acid, tert-butyl Ester), C=1C=CC2=C(C1)N=NN2O (HOBt), CCN=C=NCCCN(C)C (EDAC), FC=1C=C2C=C(N(C2=CC1)C)C(=O)O (5-fluoro-1-methylindole-2-carboxylic acid), CN1CCOCC1 (NMM). Solvent: C(Cl)Cl (methylene chloride). Yields the product FC=1C=C2C=C(N(C2=CC1)C)C(=O)N[C@@H](C(C)C)C(=O)NC(CC(=O)OC(C)(C)C)C(COC1=C(C(=CC(=C1F)F)F)F)O (N-[(5-fluoro -1-methyl-indole-2-cabonyl)valinyl]-3-amino-4-hydroxy-5-(2,3,5,6-tetrafluorophenyloxy)-pentanoic Acid, tert-butyl Ester). RXN SMILES: N[C@H](C([CH:8]([CH:16]([NH2:31])[CH:17]([OH:30])[CH2:18][O:19][C:20]1[C:25]([F:26])=[C:24]([F:27])[CH:23]=[C:22]([F:28])[C:21]=1[F:29])[C:9]([O:11][C:12]([CH3:15])([CH3:14])[CH3:13])=[O:10])=O)C(C)C.[F:32][C:33]1[CH:34]=[C:35]2[C:39](=[CH:40][CH:41]=1)[N:38]([CH3:42])[C:37]([C:43]([OH:45])=O)=[CH:36]2.C[N:47]1[CH2:52][CH2:51][O:50]CC1.[CH:53]1[CH:54]=CC2N(O)N=NC=2[CH:58]=1.CCN=C=NCCCN(C)C>C(Cl)Cl>[F:32][C:33]1[CH:34]=[C:35]2[C:39](=[CH:40][CH:41]=1)[N:38]([CH3:42])[C:37]([C:43]([NH:47][C@H:52]([C:51]([NH:31][CH:16]([CH:17]([OH:30])[CH2:18][O:19][C:20]1[C:25]([F:26])=[C:24]([F:27])[CH:23]=[C:22]([F:28])[C:21]=1[F:29])[CH2:8][C:9]([O:11][C:12]([CH3:13])([CH3:15])[CH3:14])=[O:10])=[O:50])[CH:53]([CH3:54])[CH3:58])=[O:45])=[CH:36]2. Reported procedure: The procedure of Example 77 was followed using the product of Example 106 (212.5 mg, 0.47 mmol), 5-fluoro-1-methylindole-2-carboxylic acid (181 mg, 0.94 mmol ), NMM (0.05 ml, 0.44 mmol), HOBt (151 mg, 1.03 mmol), and EDAC (196 mg, 1.03 mmol) in methylene chloride to prepare the title product. Starting materials: [C]=O (carbon monoxide), COCC=1C(=C(C=CC1SC)I)C (3-methoxymethyl-2-methyl-4-methylthioiodobenzene), C(C)N1N=CC=C1O (1-ethyl-5-hydroxypyrazole), C([O-])([O-])=O.[K+].[K+] (potassium carbonate), dichloro(bistriphenylphosphine)palladium, Hastelloy, O1CCOCC1 (1,4-dioxane), [C]=O (carbon monoxide). The solvent is C(C)N(CC)CC (triethylamine). Run at time 8 hour. Yields the product C(C)N1N=CC(=C1O)C(C1=C(C(=C(C=C1)C)COC)C)=S (1-ethyl-5-hydroxy-4-(3-methoxymethyl-2-methyl-4-methylthiobenzoyl)pyrazole). The yield is 84.0%. Reaction SMILES: CO[CH2:3][C:4]1[C:5]([CH3:13])=[C:6](I)[CH:7]=[CH:8][C:9]=1[S:10]C.[CH2:14]([N:16]1[C:20]([OH:21])=[CH:19][CH:18]=[N:17]1)[CH3:15].[C:22](=[O:25])([O-])[O-].[K+].[K+].[C]=O.O1[CH2:35][CH2:34]OCC1>C(N(CC)CC)C>[CH2:14]([N:16]1[C:20]([OH:21])=[C:19]([C:9](=[S:10])[C:8]2[CH:7]=[CH:6][C:5]([CH3:13])=[C:4]([CH2:3][O:25][CH3:22])[C:34]=2[CH3:35])[CH:18]=[N:17]1)[CH3:15] |f:2.3.4,^3:27|. Procedure: 2.0 g of 3-methoxymethyl-2-methyl-4-methylthioiodobenzene, 1.46 g of 1-ethyl-5-hydroxypyrazole, 0.65 g of triethylamine, 4.04 g of anhydrous potassium carbonate, 0.28 g of dichloro(bistriphenylphosphine)palladium and 50 ml of 1,4-dioxane were charged into a 100 ml of Hastelloy autoclave equipped with a rotary stirrer, and the interior of autoclave was substituted with carbon monoxide, then, carbon monoxide was injected under a pressure of 10 kg/cm2. Then, the temperature was gradually raised und... Starting materials: [OH-].OC1=C(SC2=[N+]1C=CC1=C2SC=C1)C1=CC=CC=C1 (3-hydroxy-2-phenylthiazolo[3,2-a]thieno-[2,3-c]pyridinium hydroxide), C(C#C)(=O)OC (methyl propiolate). Solvent: C1(=CC=CC=C1)C (toluene). Run at time 1 hour. Yields the product O=C1N2C=CC3=C(C2=C(C=C1C1=CC=CC=C1)C(=O)OC)SC=C3 (methyl 7-oxo-8-phenyl-7H-thieno[2,3-a]quinolizine-10-carboxylate). RXN SMILES: [OH-].[OH:2][C:3]1[N+:7]2[CH:8]=[CH:9][C:10]3[CH:14]=[CH:13][S:12][C:11]=3[C:6]=2S[C:4]=1[C:15]1[CH:20]=[CH:19][CH:18]=[CH:17][CH:16]=1.[C:21]([O:25][CH3:26])(=[O:24])[C:22]#[CH:23]>C1(C)C=CC=CC=1>[O:2]=[C:3]1[C:4]([C:15]2[CH:20]=[CH:19][CH:18]=[CH:17][CH:16]=2)=[CH:23][C:22]([C:21]([O:25][CH3:26])=[O:24])=[C:6]2[N:7]1[CH:8]=[CH:9][C:10]1[CH:14]=[CH:13][S:12][C:11]=12 |f:0.1|. Reported procedure: (ca) 22.9 g of 3-hydroxy-2-phenylthiazolo[3,2-a]thieno-[2,3-c]pyridinium hydroxide (internal salt) and 13.6 ml of methyl propiolate were heated together under argon in 1000 ml of toluene until the starting material was completely taken up. The solvent was removed in vacuo and the residue was stirred in 500 ml of ether/methanol (9:1) for 1 hour. The yellow crystals obtained were removed by filtration under suction. There was obtained methyl 7-oxo-8-phenyl-7H-thieno[2,3-a]quinolizine-10-carboxylat...